From a dataset of the Open Reaction Database (ORD), a public repository of structured organic reaction records. describe an organic reaction: reactants, conditions, products, and yield Reactants: CC1([C@@H](N2[C@H](S1)[C@@H](C2=O)NC(=O)CC=3C=CC=CC3)C(=O)[O-])C.[K+] (penicillin), CC1([C@@H](N2[C@H](S1)[C@@H](C2=O)NC(=O)CC=3C=CC=CC3)C(=O)[O-])C.[K+] (penicillin), CC1([C@@H](N2[C@H](S1)[C@@H](C2=O)NC(=O)CC=3C=CC=CC3)C(=O)[O-])C.[K+] (penicillin). Solvent: O (water). Yields the product CC1([C@@H](N2[C@H](S1)[C@@H](C2=O)NC(=O)CC=3C=CC=CC3)C(=O)[O-])C.[K+] (penicillin), CC1([C@@H](N2[C@H](S1)[C@@H](C2=O)N)C(=O)O)C (6-APA). RXN SMILES: [CH3:1][C:2]1([CH3:23])[S:6][C@@H:5]2[C@H:7]([NH:10][C:11]([CH2:13][C:14]3[CH:15]=[CH:16][CH:17]=[CH:18][CH:19]=3)=[O:12])[C:8](=[O:9])[N:4]2[C@H:3]1[C:20]([O-:22])=[O:21].[K+:24]>O>[CH3:1][C:2]1([CH3:23])[S:6][C@@H:5]2[C@H:7]([NH:10][C:11]([CH2:13][C:14]3[CH:15]=[CH:16][CH:17]=[CH:18][CH:19]=3)=[O:12])[C:8](=[O:9])[N:4]2[C@H:3]1[C:20]([O-:22])=[O:21].[K+:24].[CH3:1][C:2]1([CH3:23])[S:6][C@@H:5]2[C@H:7]([NH2:10])[C:8](=[O:9])[N:4]2[C@H:3]1[C:20]([OH:22])=[O:21] |f:0.1,3.4|. Reported procedure: The amount of the substrate which is dissolved in an aqueous suspension of a penicillin amidase-producing microorganism is not critical in the present invention. For example, penicillin is dissolved in water at any concentration. The aforementioned immobilized microorganism is suspended in the aqueous penicillin solution, and the suspension is stirred. After the reaction is completed, the mixture is filtered or centrifuged to recover the immobilized microorganism for subsequent use. 6-APA is rec... Reactants: CCOC(=O)C=CC1CCCCN(S(=O)(=O)c2ccc(OC)cc2)C1C(=O)NO, C1CCOC1, [Li+], [OH-], O. Yields the product COc1ccc(S(=O)(=O)N2CCCCC(C=CC(=O)O)C2C(=O)NO)cc1. Reaction SMILES: [CH2:1]([CH3:2])[O:3][C:4]([CH:5]=[CH:6][CH:7]1[CH:8]([C:25]([NH:26][OH:27])=[O:28])[N:9]([S:14](=[O:15])(=[O:16])[c:17]2[cH:18][cH:19][c:20]([O:23][CH3:24])[cH:21][cH:22]2)[CH2:10][CH2:11][CH2:12][CH2:13]1)=[O:29].[CH2:32]1[O:33][CH2:34][CH2:35][CH2:36]1.[Li+:30].[OH-:31].[OH2:37]>>[O:3]=[C:4]([CH:5]=[CH:6][CH:7]1[CH:8]([C:25]([NH:26][OH:27])=[O:28])[N:9]([S:14](=[O:15])(=[O:16])[c:17]2[cH:18][cH:19][c:20]([O:23][CH3:24])[cH:21][cH:22]2)[CH2:10][CH2:11][CH2:12][CH2:13]1)[OH:29].